From a dataset of the Open Reaction Database (ORD), a public repository of structured organic reaction records. describe an organic reaction: reactants, conditions, products, and yield The product is C(C)(=O)N1C2=C(CNC(CC1)=O)C=C(C=C2)NC2=NC=C(C(=N2)NC2=C(C(=O)NCC)C=CC=C2F)Cl (2-[2-(1-Acetyl-4-oxo-1,2,3,4,5,6-hexahydro-benzo[b][1,5]diazocin-8-ylamino)-5-chloro-pyrimidin-4-ylamino]-N-ethyl-3-fluoro-benzamide). The reactants are C(C)(=O)N1C2=C(CNC(CC1)=O)C=C(C=C2)N (1-Acetyl-8-amino-2,3,5,6-tetrahydro-1H-benzo[b][1,5]diazocin-4-one), ClC1=NC=C(C(=N1)NC1=C(C(=O)NCC)C=CC=C1F)Cl (2-(2,5-Dichloro-pyrimidin-4-ylamino)-N-ethyl-3-fluoro-benzamide). Reaction SMILES: [C:1]([N:4]1[CH2:11][CH2:10][C:9](=[O:12])[NH:8][CH2:7][C:6]2[CH:13]=[C:14]([NH2:17])[CH:15]=[CH:16][C:5]1=2)(=[O:3])[CH3:2].Cl[C:19]1[N:24]=[C:23]([NH:25][C:26]2[C:36]([F:37])=[CH:35][CH:34]=[CH:33][C:27]=2[C:28]([NH:30][CH2:31][CH3:32])=[O:29])[C:22]([Cl:38])=[CH:21][N:20]=1>>[C:1]([N:4]1[CH2:11][CH2:10][C:9](=[O:12])[NH:8][CH2:7][C:6]2[CH:13]=[C:14]([NH:17][C:19]3[N:24]=[C:23]([NH:25][C:26]4[C:36]([F:37])=[CH:35][CH:34]=[CH:33][C:27]=4[C:28]([NH:30][CH2:31][CH3:32])=[O:29])[C:22]([Cl:38])=[CH:21][N:20]=3)[CH:15]=[CH:16][C:5]1=2)(=[O:3])[CH3:2]. Procedure details: Title compound was prepared from 1-Acetyl-8-amino-2,3,5,6-tetrahydro-1H-benzo[b][1,5]diazocin-4-one and 2-(2,5-Dichloro-pyrimidin-4-ylamino)-N-ethyl-3-fluoro-benzamide in an analogous manner to Example 1221d (120° C., 80 min) Isolated 68 mg (34%) as a pale yellow foam. 98% HPLC purity, LCMS 526.16 (M+H), 1H-NMR (CDCl3, 400 MHz) δ 8.63 (s, 1H), 8.11 (s, 1H), 7.68 (s, 1H), 7.48-7.46 (m, 1H), 7.41 (s, 1H), 7.35-7.33 (m, 2H), 7.15 (d, J=8.1 Hz, 1H), 6.98 (d, J=8.5 Hz, 1H), 6.69 (bt 1H), 6.38 (bs, 1H...